This data is from the Open Reaction Database (ORD), a public repository of structured organic reaction records. The task is: describe an organic reaction: reactants, conditions, products, and yield RXN SMILES: [CH2:1]([c:2]1[cH:3][cH:4][cH:5][cH:6][cH:7]1)[N:8]1[CH2:9][CH:10]([CH2:21][CH3:22])[N:11]([c:14]2[n:15][c:16]([Cl:20])[cH:17][n:18][cH:19]2)[CH2:12][CH2:13]1.[Cl:23][CH2:24][Cl:25]>>[NH:8]1[CH2:9][CH:10]([CH2:21][CH3:22])[N:11]([c:14]2[n:15][c:16]([Cl:20])[cH:17][n:18][cH:19]2)[CH2:12][CH2:13]1. Yields the product CCC1CNCCN1c1cncc(Cl)n1. Reactants: CCC1CN(Cc2ccccc2)CCN1c1cncc(Cl)n1, ClCCl. Reactants: C(CCCC)N (Pentylamine), Cl (HCl), [N-](C#N)C#N.[Na+] (sodium dicyanamide). The solvent is CC(C)O (2-propanol). The product is C(CCCC)NC(=N)NC#N (N-Pentyl-N'-cyanoguanidine). Yield: 67.9%. As a reaction SMILES: [CH2:1]([NH2:6])[CH2:2][CH2:3][CH2:4][CH3:5].Cl.[N-:8]([C:11]#[N:12])[C:9]#[N:10].[Na+]>CC(O)C>[CH2:1]([NH:6][C:11]([NH:8][C:9]#[N:10])=[NH:12])[CH2:2][CH2:3][CH2:4][CH3:5] |f:2.3|. Reported procedure: Pentylamine (17.43 g, 0.20 mol) in 2-propanol (175 ml) was acidified with conc. HCl (17 ml, 0.204 mol) and then treated with sodium dicyanamide (23.15 g, 0.26 mol). The mixture was refluxed for 20 hours, allowed to cool and filtered through diatomaceous earth. The filtrate was concentrated in vacuo and the residue dissolved in chloroform. This solution was washed with water and dried over magnesium sulfate. Filtration and evaporation in vacuo gave 20.93 g (67.9%) of off-white solid; mass spec.: ... The reactants are C(C1=CC=CC=C1)OC(=O)NC1=CN=C(N(C1=O)CC(=O)NC(C(C(C(NCCC1=CC=NC=C1)=O)(F)F)=O)C(C)C)C1=CC=CC=C1 (2-(5-Benzyloxycarbonylamino-6-oxo-2-phenyl-1,6-dihydropyrimidin-1-yl)-N-[3,3-difluoro-1-isopropyl-2-oxo-3-[N-[2-(4-pyridyl)ethyl)carbamoyl]propyl]acetamide), C(Cl)(Cl)Cl (chloroform), C(Cl)(Cl)Cl.CO (chloroform methanol). Run in CO (methanol), ClCCl (dichloromethane), CO (methanol). The product is NC1=CN=C(N(C1=O)CC(=O)NC(C(C(C(NCCC1=CC=NC=C1)=O)(F)F)=O)C(C)C)C1=CC=CC=C1 (2-(5-Amino-6-oxo-2-phenyl-1,6-dihydropyrimidin-1-yl]-N-[3,3-difluoro-1-isopropyl-2-oxo-3-[N-[2-(4-pyridyl)ethyl]carbamoyl]propyl]acetamide). RXN SMILES: C(OC([NH:11][C:12]1[C:17](=[O:18])[N:16]([CH2:19][C:20]([NH:22][CH:23]([CH:40]([CH3:42])[CH3:41])[C:24](=[O:39])[C:25]([F:38])([F:37])[C:26](=[O:36])[NH:27][CH2:28][CH2:29][C:30]2[CH:35]=[CH:34][N:33]=[CH:32][CH:31]=2)=[O:21])[C:15]([C:43]2[CH:48]=[CH:47][CH:46]=[CH:45][CH:44]=2)=[N:14][CH:13]=1)=O)C1C=CC=CC=1.C(Cl)(Cl)Cl.C(Cl)(Cl)Cl.CO>CO.ClCCl>[NH2:11][C:12]1[C:17](=[O:18])[N:16]([CH2:19][C:20]([NH:22][CH:23]([CH:40]([CH3:42])[CH3:41])[C:24](=[O:39])[C:25]([F:38])([F:37])[C:26](=[O:36])[NH:27][CH2:28][CH2:29][C:30]2[CH:35]=[CH:34][N:33]=[CH:32][CH:31]=2)=[O:21])[C:15]([C:43]2[CH:48]=[CH:47][CH:46]=[CH:45][CH:44]=2)=[N:14][CH:13]=1 |f:2.3|. Procedure: 2-(5-Benzyloxycarbonylamino-6-oxo-2-phenyl-1,6-dihydropyrimidin-1-yl)-N-[3,3-difluoro-1-isopropyl-2-oxo-3-[N-[2-(4-pyridyl)ethyl)carbamoyl]propyl]acetamide. The compound described in part a. was subjected to conditions similar to those described in Example 1. Multiple use of chromatography (first column) with chloroform:methanol (gradient, 97:3, 94:6), (second column) chloroform:methanol (98:2), (chromatotron-2 mm plate: flow 6 mL/min) dichloromethane:methanol (gradient, 98:2, 96:4) yielded the ...